describe an organic reaction: reactants, conditions, products, and yield From a dataset of the Open Reaction Database (ORD), a public repository of structured organic reaction records. Starting materials: CSC1=C(C=O)C=CC=C1 (2-methylmercapto-benzaldehyde), C(C)OC(CC(=O)CN1C(C=2C(C1=O)=CC=CC2)=O)=O (phthalimidoacetoacetic acid ethyl ester), C(C)OC(\C=C(\C)/N)=O (β-aminocrotonic acid ethyl ester). The solvent is C(C)O (ethanol). The product is C(C)OC(=O)C1=C(NC(=C(C1C1=C(C=CC=C1)SC)C(=O)OCC)C)CN1C(C=2C(C1=O)=CC=CC2)=O (2-Phthalimidomethyl-6-methyl-4-(2'-methylmercaptophenyl)-1,4-dihydropyridine-3,5-dicarboxylic acid diethyl ester). RXN SMILES: [CH3:1][S:2][C:3]1[CH:10]=[CH:9][CH:8]=[CH:7][C:4]=1[CH:5]=O.[CH2:11]([O:13][C:14](=[O:30])[CH2:15][C:16]([CH2:18][N:19]1[C:23](=[O:24])[C:22]2=[CH:25][CH:26]=[CH:27][CH:28]=[C:21]2[C:20]1=[O:29])=O)[CH3:12].[CH2:31]([O:33][C:34](=[O:39])/[CH:35]=[C:36](\[NH2:38])/[CH3:37])[CH3:32]>C(O)C>[CH2:11]([O:13][C:14]([C:15]1[CH:5]([C:4]2[CH:7]=[CH:8][CH:9]=[CH:10][C:3]=2[S:2][CH3:1])[C:35]([C:34]([O:33][CH2:31][CH3:32])=[O:39])=[C:36]([CH3:37])[NH:38][C:16]=1[CH2:18][N:19]1[C:23](=[O:24])[C:22]2=[CH:25][CH:26]=[CH:27][CH:28]=[C:21]2[C:20]1=[O:29])=[O:30])[CH3:12]. Reported procedure: A solution of 10 g of 2-methylmercapto-benzaldehyde (77% pure), 14 g of phthalimidoacetoacetic acid ethyl ester and 6.5 g of β-aminocrotonic acid ethyl ester in 100 ccs of ethanol is heated under reflux for 2×24 hours and, after subsequent cooling, the precipitate is filtered off. The reactants are CO (methanol), O.[OH-].[Li+] (lithium hydroxide monohydrate), C(C)OC(CC=1N=C(SC1Cl)NC(=O)C=1N(C=C(C1)CC(C)C)CC1=C(C=C(C=C1)F)F)=O ((5-Chloro-2-{[1-(2,4-difluoro-benzyl)-4-isobutyl-1H-pyrrole-2-carbonyl]-amino}-thiazol-4-yl)-acetic acid ethyl ester). The solvent is O (water), C1CCOC1 (THF). Conditions: time 17 hour. Yields the product ClC1=C(N=C(S1)NC(=O)C=1N(C=C(C1)CC(C)C)CC1=C(C=C(C=C1)F)F)CC(=O)O ((5-Chloro-2-{[1-(2,4-difluoro-benzyl)-4-isobutyl-1H-pyrrole-2-carbonyl]amino}-thiazol-4-yl)-acetic acid). As a reaction SMILES: C([O:3][C:4](=[O:33])[CH2:5][C:6]1[N:7]=[C:8]([NH:12][C:13]([C:15]2[N:16]([CH2:24][C:25]3[CH:30]=[CH:29][C:28]([F:31])=[CH:27][C:26]=3[F:32])[CH:17]=[C:18]([CH2:20][CH:21]([CH3:23])[CH3:22])[CH:19]=2)=[O:14])[S:9][C:10]=1[Cl:11])C.CO.O.[OH-].[Li+]>C1COCC1.O>[Cl:11][C:10]1[S:9][C:8]([NH:12][C:13]([C:15]2[N:16]([CH2:24][C:25]3[CH:30]=[CH:29][C:28]([F:31])=[CH:27][C:26]=3[F:32])[CH:17]=[C:18]([CH2:20][CH:21]([CH3:22])[CH3:23])[CH:19]=2)=[O:14])=[N:7][C:6]=1[CH2:5][C:4]([OH:33])=[O:3] |f:2.3.4|. Reported procedure: (5-Chloro-2-{[1-(2,4-difluoro-benzyl)-4-isobutyl-1H-pyrrole-2-carbonyl]-amino}-thiazol-4-yl)-acetic acid ethyl ester was taken in THF and methanol and to it lithium hydroxide monohydrate in water was added and stirred for 16-18 hrs. at room temperature. After completion of the reaction, the solvent was evaporated; the residue was diluted with water and was washed with diethyl ether. The aqueous layer was acidified with 1N HCl and extracted with ethyl acetate. The organic layer was washed with br...